This data is from the Open Reaction Database (ORD), a public repository of structured organic reaction records. The task is: describe an organic reaction: reactants, conditions, products, and yield RXN SMILES: [CH2:1]([O:3][CH:4]=[C:5]([C:9]([O-:11])=O)[C:6]([O-])=O)[CH3:2].[NH2:12][C:13]1[CH:18]=[CH:17][CH:16]=[CH:15][CH:14]=1.C1([O:25]C2C=CC=CC=2)C=CC=CC=1>>[CH2:1]([O:3][C:4]([C:5]1[CH:6]=[N:12][C:13]2[C:18]([C:9]=1[OH:11])=[CH:17][CH:16]=[CH:15][CH:14]=2)=[O:25])[CH3:2]. The product is intermediates ( 1 ), C(C)OC(=O)C=1C=NC2=CC=CC=C2C1O (ethyl-4-hydroxyquinoline-3-carboxylate). Procedure details: The intermediates (1) are prepared according to the procedures described in J. Amer Chem. Soc. 68, 1204 (1946). Ethoxymethylenemalonate is warmed with an appropriate aniline to give an anil which cyclizes upon heating in boiling diphenylether to give the ethyl-4-hydroxyquinoline-3-carboxylate. Reaction of this intermediate with phosphorus oxychloride gives the intermediate (1). The intermediates (2) are either commercially available or can be prepared from the corresponding ester by hydrolysis. ... Starting materials: C1(=CC=CC=C1)OC1=CC=CC=C1 (diphenylether), C(C)OC=C(C(=O)[O-])C(=O)[O-] (Ethoxymethylenemalonate), NC1=CC=CC=C1 (aniline). The reactants are ClC(=O)OCC (ethyl chloroformate), N1=CC(=CC=C1)C=CC(=O)O (3-(3-pyridyl)propenoic acid), N1=CC(=CC=C1)C=O (pyridine-3-carbaldehyde), C(CC(=O)O)(=O)O (malonic acid). Solvent: O1CCCC1 (tetrahydrofuran), C(C)N(CC)CC (Triethylamine). Conditions: temperature -15 celsius, time 30 minute. As a reaction SMILES: ClC(OCC)=O.[N:7]1[CH:12]=[CH:11][CH:10]=[C:9]([CH:13]=[CH:14][C:15](O)=[O:16])[CH:8]=1.N1C=CC=C(C=O)C=1.C(O)(=O)CC(O)=O>O1CCCC1.C(N(CC)CC)C>[N:7]1[CH:12]=[CH:11][CH:10]=[C:9]([CH:13]=[CH:14][CH2:15][OH:16])[CH:8]=1. Reported procedure: Triethylamine (1.4 ml) and ethyl chloroformate (0.94 ml) were added in succession to a stirred suspension of 3-(3-pyridyl)propenoic acid [1.49 g; prepared from pyridine-3-carbaldehyde and malonic acid using the general method described in Organic Synthesis, Coll, Vol. 4, 1963, 730] in tetrahydrofuran (40 ml) which had been cooled to -15° C. The mixture was stirred at this temperature for 30 minutes and then filtered. The filtrate was added over 15 minutes to a stirred solution of sodium borohydr... The product is N1=CC(=CC=C1)C=CCO (3-(3-pyridyl)prop-2-en-1-ol). Reactants: OC1(CCN(CC1)C[C@H]1CN(C[C@@H]1C1=CC=CC=C1)[C@@H](C(=O)OCC1=CC=CC=C1)C1CCCCC1)CCCC1=CC=CC=C1 (2-(R)-(3-(S)-((4-hydroxy-4-(3-phenylpropyl)piperidin-1-yl)methyl)-4-(S)-phenylpyrrolidin-1-yl)-2-(cyclohexyl)acetic acid, benzyl ester), [H][H] (hydrogen). The reagents and catalysts are [Pd] (palladium on carbon). Run in CO (MeOH). Product: OC1(CCN(CC1)C[C@H]1CN(C[C@@H]1C1=CC=CC=C1)[C@@H](C(=O)O)C1CCCCC1)CCCC1=CC=CC=C1 (2-(R)-(3-(S)-((4-Hydroxy-4-(3-phenylpropyl)piperidin-1-yl)methyl)-4-(S)-phenylpyrrolidin-1-yl)-2-(cyclohexyl)acetic acid). Yield: 99.4%. As a reaction SMILES: [OH:1][C:2]1([CH2:37][CH2:38][CH2:39][C:40]2[CH:45]=[CH:44][CH:43]=[CH:42][CH:41]=2)[CH2:7][CH2:6][N:5]([CH2:8][C@@H:9]2[C@@H:13]([C:14]3[CH:19]=[CH:18][CH:17]=[CH:16][CH:15]=3)[CH2:12][N:11]([C@H:20]([CH:31]3[CH2:36][CH2:35][CH2:34][CH2:33][CH2:32]3)[C:21]([O:23]CC3C=CC=CC=3)=[O:22])[CH2:10]2)[CH2:4][CH2:3]1.[H][H]>[Pd].CO>[OH:1][C:2]1([CH2:37][CH2:38][CH2:39][C:40]2[CH:41]=[CH:42][CH:43]=[CH:44][CH:45]=2)[CH2:7][CH2:6][N:5]([CH2:8][C@@H:9]2[C@@H:13]([C:14]3[CH:19]=[CH:18][CH:17]=[CH:16][CH:15]=3)[CH2:12][N:11]([C@H:20]([CH:31]3[CH2:36][CH2:35][CH2:34][CH2:33][CH2:32]3)[C:21]([OH:23])=[O:22])[CH2:10]2)[CH2:4][CH2:3]1. Procedure details: A mixture of 20 mg (0.032 mmol) 2-(R)-(3-(S)-((4-hydroxy-4-(3-phenylpropyl)piperidin-1-yl)methyl)-4-(S)-phenylpyrrolidin-1-yl)-2-(cyclohexyl)acetic acid, benzyl ester (from EXAMPLE 1, Step J) and 3 mg of 10% palladium on carbon in 0.5 mL of MeOH was stirred under one atmosphere of hydrogen for 18 h. The reaction was filtered through a 0.45 nylon filter and concentrated to give 16.5 mg (97%) of the title compound: ESI-MS 519 (M+H); HPLC B: 5.07 min. Reactants: C(C)OC(=O)[C@H]1CN(CCC1)CCOCC=C(C1=CC=CC=C1)C1=CC(=CC=C1)C ((R)-N-(2-(3-(3-Methylphenyl)-3-phenyl-2-propen-1-yloxy)ethyl)-3-piperidinecarboxylic acid ethyl ester), [OH-].[Na+] (sodium hydroxide). Solvent: C(C)O (ethanol). Conditions: time 4 hour. Product: CC=1C=C(C=CC1)C(=CCOCCN1C[C@@H](CCC1)C(=O)O)C1=CC=CC=C1 ((R)-N-(2-(3-(3-Methylphenyl)-3-phenyl-2-propen-1-yloxy)ethyl)-3-piperidinecarboxylic acid). Isolated yield 73.5%. RXN SMILES: C([O:3][C:4]([C@@H:6]1[CH2:11][CH2:10][CH2:9][N:8]([CH2:12][CH2:13][O:14][CH2:15][CH:16]=[C:17]([C:24]2[CH:29]=[CH:28][CH:27]=[C:26]([CH3:30])[CH:25]=2)[C:18]2[CH:23]=[CH:22][CH:21]=[CH:20][CH:19]=2)[CH2:7]1)=[O:5])C.[OH-].[Na+]>C(O)C>[CH3:30][C:26]1[CH:25]=[C:24]([C:17]([C:18]2[CH:19]=[CH:20][CH:21]=[CH:22][CH:23]=2)=[CH:16][CH2:15][O:14][CH2:13][CH2:12][N:8]2[CH2:9][CH2:10][CH2:11][C@@H:6]([C:4]([OH:5])=[O:3])[CH2:7]2)[CH:29]=[CH:28][CH:27]=1 |f:1.2|. Procedure: (R)-N-(2-(3-(3-Methylphenyl)-3-phenyl-2-propen-1-yloxy)ethyl)-3-piperidinecarboxylic acid ethyl ester (3.5 g, 8.6 mmol) was dissolved in 96% ethanol (10 ml) and a 12 N sodium hydroxide solution (2.2 ml) was added. The reaction mixture was stirred at room temperature for 4 h. The solvent was evaporated in vacuo and dichloromethane (100 ml) and water (10 ml) were added. A concentrated hydrochloric acid solution (3.4 ml) was added with cooling on an ice-bath. The phases were separated and from the ...